This data is from the Open Reaction Database (ORD), a public repository of structured organic reaction records. The task is: describe an organic reaction: reactants, conditions, products, and yield Reactants: C=Cc1ccc(C)nc1, CC(C)c1ccc2[nH]c3c(c2c1)CN(C)CC3, [K+], [OH-], O. RXN SMILES: [CH3:20][c:21]1[n:22][cH:23][c:24]([CH:27]=[CH2:28])[cH:25][cH:26]1.[CH:1]([CH3:2])([CH3:3])[c:4]1[cH:5][c:6]2[c:7]3[c:8]([nH:9][c:10]2[cH:11][cH:12]1)[CH2:13][CH2:14][N:15]([CH3:17])[CH2:16]3.[K+:19].[OH-:18].[OH2:29]>>[CH:1]([CH3:2])([CH3:3])[c:4]1[cH:5][c:6]2[c:7]3[c:8]([n:9]([CH2:28][CH2:27][c:24]4[cH:23][n:22][c:21]([CH3:20])[cH:26][cH:25]4)[c:10]2[cH:11][cH:12]1)[CH2:13][CH2:14][N:15]([CH3:17])[CH2:16]3. Product: Cc1ccc(CCn2c3c(c4cc(C(C)C)ccc42)CN(C)CC3)cn1. Reactants: COCCOC, OCc1n[nH]c2ccccc12. Yields the product O=Cc1n[nH]c2ccccc12. RXN SMILES: [CH3:12][O:13][CH2:14][CH2:15][O:16][CH3:17].[nH:1]1[n:2][c:3]([CH2:10][OH:11])[c:4]2[cH:5][cH:6][cH:7][cH:8][c:9]12>>[nH:1]1[n:2][c:3]([CH:10]=[O:11])[c:4]2[cH:5][cH:6][cH:7][cH:8][c:9]12. The solvent is COCCOC (DME). Starting materials: Cl (HCl), OC1=C(C=CC=C1)N1CCN(CC1)C(=O)OC(C)(C)C (tert-Butyl 4-(2-hydroxyphenyl)-1-piperazinecarboxylate), O([Na])C(C)(C)C (NaO-t-Bu), BrCCOC1=CC=CC=C1 (β-bromophenetole). Conditions: temperature 55 celsius, time 5 minute. Procedure: The product from Step 1 above (0.55 g, 2.0 mmol) was added to a stirred solution of NaO-t-Bu (0.55 g, 2.0 mmol) in DME (5 mL). After 5 min, β-bromophenetole (0.56 g, 2.8 mmol) was added, and the reaction was stirred at 55° C. for 15 h. 2 M HCl was added, and the reaction mixture was stirred for another 3 h. The reaction mixture was concentrated in vacuo and the residue was partitioned between 2 M NaOH/CHCl3. The aqueous phase as extracted with CHCl3 (×3). The combined organic lasers were dried (... RXN SMILES: [OH:1][C:2]1[CH:7]=[CH:6][CH:5]=[CH:4][C:3]=1[N:8]1[CH2:13][CH2:12][N:11](C(OC(C)(C)C)=O)[CH2:10][CH2:9]1.O(C(C)(C)C)[Na].Br[CH2:28][CH2:29][O:30][C:31]1[CH:36]=[CH:35][CH:34]=[CH:33][CH:32]=1.[ClH:37]>COCCOC>[ClH:37].[O:30]([CH2:29][CH2:28][O:1][C:2]1[CH:7]=[CH:6][CH:5]=[CH:4][C:3]=1[N:8]1[CH2:9][CH2:10][NH:11][CH2:12][CH2:13]1)[C:31]1[CH:36]=[CH:35][CH:34]=[CH:33][CH:32]=1 |f:5.6|. Yields the product Cl.O(C1=CC=CC=C1)CCOC1=C(C=CC=C1)N1CCNCC1 (1-[2-(2-Phenoxyethoxy)phenyl]piperazine, Hydrochloride).